From a dataset of the Open Reaction Database (ORD), a public repository of structured organic reaction records. describe an organic reaction: reactants, conditions, products, and yield Starting materials: FC=1C=C(C=C(C1OC1=C2C(=NC=C1)NC=C2)F)N ([3,5-difluoro-4-(1H-pyrrolo[2,3-b]pyridin-4-yloxy)phenyl]amine), ClC1=NC(=NC(=C1)C1=CC=NC=C1)N (4-Chloro-6-(4-pyridinyl)-2-pyrimidinamine). Product: FC=1C=C(C=C(C1OC1=C2C(=NC=C1)NC=C2)F)NC2=NC(=NC(=C2)C2=CC=NC=C2)N (N4-[3,5-Difluoro-4-(1H-pyrrolo[2,3-b]pyridin-4-yloxy)phenyl]-6-pyridin-4-yl-pyrimidine-2,4-diamine). As a reaction SMILES: [F:1][C:2]1[CH:3]=[C:4]([NH2:19])[CH:5]=[C:6]([F:18])[C:7]=1[O:8][C:9]1[CH:14]=[CH:13][N:12]=[C:11]2[NH:15][CH:16]=[CH:17][C:10]=12.Cl[C:21]1[CH:26]=[C:25]([C:27]2[CH:32]=[CH:31][N:30]=[CH:29][CH:28]=2)[N:24]=[C:23]([NH2:33])[N:22]=1>>[F:18][C:6]1[CH:5]=[C:4]([NH:19][C:21]2[CH:26]=[C:25]([C:27]3[CH:32]=[CH:31][N:30]=[CH:29][CH:28]=3)[N:24]=[C:23]([NH2:33])[N:22]=2)[CH:3]=[C:2]([F:1])[C:7]=1[O:8][C:9]1[CH:14]=[CH:13][N:12]=[C:11]2[NH:15][CH:16]=[CH:17][C:10]=12. Procedure: Analogously to example 25, the title compound is synthesized from 100 mg (0.36 mmol) of [3,5-difluoro-4-(1H-pyrrolo[2,3-b]pyridin-4-yloxy)phenyl]amine (from example XXXIV) and 87 mg (0.36 mmol) of 4-chloro-6-(4-pyridinyl)-2-pyrimidineamine (from example XXIX). Purification by preparative HPLC gives the product.